describe an organic reaction: reactants, conditions, products, and yield From a dataset of the Open Reaction Database (ORD), a public repository of structured organic reaction records. Reactants: N[C@H](C(C)C)C1=NC2=CC(=CC=C2C(N1CC1=CC=CC=C1)=O)Cl (2-((R)-1-amino-2-methyl-propyl)-3-benzyl-7-chloro-3H-quinazolin-4-one), CCN(C(C)C)C(C)C (DIEA), C=1(C(=CC=CC1)C(=O)OCC(CBr)=O)C (1-toluoyloxy-3-bromopropan-2-one), CN(C)C=O (DMF), C(C1=CC=CC=C1)(=O)Cl (benzoyl chloride). Run at time 18 hour. Yields the product C1(=CC(=CC=C1)C(=O)ON([C@H](C(C)C)C1=NC2=CC(=CC=C2C(N1CC1=CC=CC=C1)=O)Cl)CC(C)=O)C (2-[(R)-1-(3-Toluoyloxy-2-oxo-propylamino)-2-methyl-propyl]-3-benzyl-7-chloro-3H-quinazolin-4-one). As a reaction SMILES: [NH2:1][C@@H:2]([C:6]1[N:15]([CH2:16][C:17]2[CH:22]=[CH:21][CH:20]=[CH:19][CH:18]=2)[C:14](=[O:23])[C:13]2[C:8](=[CH:9][C:10]([Cl:24])=[CH:11][CH:12]=2)[N:7]=1)[CH:3]([CH3:5])[CH3:4].CCN([CH:31]([CH3:33])[CH3:32])C(C)C.[C:34]1(C)[C:35]([C:40]([O:42]CC(=O)CBr)=[O:41])=[CH:36]C=C[CH:39]=1.[C:49](Cl)(=[O:56])[C:50]1C=CC=CC=1.[CH3:58]N(C=O)C>>[C:31]1([CH3:32])[CH:33]=[CH:39][CH:34]=[C:35]([C:40]([O:42][N:1]([CH2:58][C:49](=[O:56])[CH3:50])[C@@H:2]([C:6]2[N:15]([CH2:16][C:17]3[CH:18]=[CH:19][CH:20]=[CH:21][CH:22]=3)[C:14](=[O:23])[C:13]3[C:8](=[CH:9][C:10]([Cl:24])=[CH:11][CH:12]=3)[N:7]=2)[CH:3]([CH3:5])[CH3:4])=[O:41])[CH:36]=1. Reported procedure: To 2-((R)-1-amino-2-methyl-propyl)-3-benzyl-7-chloro-3H-quinazolin-4-one (1.0 g, 2.9 mMol) in DMF (10 mL) was added DIEA (0.6 mL, 3.4 mMol) and 1-toluoyloxy-3-bromopropan-2-one (1.0 g, 3.7 mMol) (Prepared using the procedure of F. C. Hartman, Biochemistry, 9, 1776 (1970) except substituting toluoyl chloride for benzoyl chloride.) The reaction was stirred at RT for 18 h, concentrated under vacuum, taken up in EtOAc, washed with 1 N Na2CO3, dried (Na2SO4) and evaporated to dryness. The product was...